From a dataset of the Open Reaction Database (ORD), a public repository of structured organic reaction records. describe an organic reaction: reactants, conditions, products, and yield Conditions: temperature 50 celsius. Reported procedure: A mixture of 5-fluoro-2-[1-(4-methanesulfonyl-phenyl)-3-methyl-but-1-enyl]-1H-pyrrolo[2,3-b]pyridine (600 mg, 1.67 mmol) and 10% palladium on activated carbon (180 mg) in methanol (300 mL) was heated at 50° C. under hydrogen (50 psi) for 6 h. The mixture was cooled to 25° C., the solids filtered off, washed with ethyl acetate and concentrated in vacuo. Purification using a Waters automated flash system (column: Xterra 30 mm×100 mm, sample manager 2767, pump 2525, detector: ZQ mass and UV 2487, s... The product is FC=1C=C2C(=NC1)NC(=C2)C(CC(C)C)C2=CC=C(C=C2)S(=O)(=O)C (5-fluoro-2-[1-(4-methanesulfonyl-phenyl)-3-methyl-butyl]-1H-pyrrolo[2,3-b]pyridine). Run in CO (methanol). Reagents/catalysts: [Pd] (palladium on activated carbon). Isolated yield 63.1%. The reactants are FC=1C=C2C(=NC1)NC(=C2)C(=CC(C)C)C2=CC=C(C=C2)S(=O)(=O)C (5-fluoro-2-[1-(4-methanesulfonyl-phenyl)-3-methyl-but-1-enyl]-1H-pyrrolo[2,3-b]pyridine). Reaction SMILES: [F:1][C:2]1[CH:3]=[C:4]2[CH:10]=[C:9]([C:11]([C:16]3[CH:21]=[CH:20][C:19]([S:22]([CH3:25])(=[O:24])=[O:23])=[CH:18][CH:17]=3)=[CH:12][CH:13]([CH3:15])[CH3:14])[NH:8][C:5]2=[N:6][CH:7]=1>[Pd].CO>[F:1][C:2]1[CH:3]=[C:4]2[CH:10]=[C:9]([CH:11]([C:16]3[CH:17]=[CH:18][C:19]([S:22]([CH3:25])(=[O:23])=[O:24])=[CH:20][CH:21]=3)[CH2:12][CH:13]([CH3:15])[CH3:14])[NH:8][C:5]2=[N:6][CH:7]=1. Starting materials: COc1cccc(I)c1, CC(C)C(=O)Nc1cccc(C2CCN(Cc3ccc4[nH]ccc4c3)CC2)c1. Yields the product COc1cccc(-n2ccc3cc(CN4CCC(c5cccc(NC(=O)C(C)C)c5)CC4)ccc32)c1. As a reaction SMILES: [I:1][c:2]1[cH:3][c:4]([O:8][CH3:9])[cH:5][cH:6][cH:7]1.[nH:10]1[cH:11][cH:12][c:13]2[cH:14][c:15]([CH2:19][N:20]3[CH2:21][CH2:22][CH:23]([c:26]4[cH:27][c:28]([NH:32][C:33]([CH:34]([CH3:35])[CH3:36])=[O:37])[cH:29][cH:30][cH:31]4)[CH2:24][CH2:25]3)[cH:16][cH:17][c:18]12>>[c:2]1(-[n:10]2[cH:11][cH:12][c:13]3[cH:14][c:15]([CH2:19][N:20]4[CH2:21][CH2:22][CH:23]([c:26]5[cH:27][c:28]([NH:32][C:33]([CH:34]([CH3:35])[CH3:36])=[O:37])[cH:29][cH:30][cH:31]5)[CH2:24][CH2:25]4)[cH:16][cH:17][c:18]23)[cH:3][c:4]([O:8][CH3:9])[cH:5][cH:6][cH:7]1. The reactants are CC(C)(C)OC(=O)N1CCC(n2[nH]c(=O)c(-c3ccc(Cl)cc3)c2-c2ccncc2)CC1, Cl, C1COCCO1. The product is O=c1[nH]n(C2CCNCC2)c(-c2ccncc2)c1-c1ccc(Cl)cc1. Reaction SMILES: [C:1]([O:2][C:3](=[O:4])[N:8]1[CH2:9][CH2:10][CH:11]([n:14]2[nH:15][c:16](=[O:32])[c:17](-[c:25]3[cH:26][cH:27][c:28]([Cl:31])[cH:29][cH:30]3)[c:18]2-[c:19]2[cH:20][cH:21][n:22][cH:23][cH:24]2)[CH2:12][CH2:13]1)([CH3:5])([CH3:6])[CH3:7].[ClH:33].[O:34]1[CH2:35][CH2:36][O:37][CH2:38][CH2:39]1>>[NH:8]1[CH2:9][CH2:10][CH:11]([n:14]2[nH:15][c:16](=[O:32])[c:17](-[c:25]3[cH:26][cH:27][c:28]([Cl:31])[cH:29][cH:30]3)[c:18]2-[c:19]2[cH:20][cH:21][n:22][cH:23][cH:24]2)[CH2:12][CH2:13]1. Starting materials: Cc1cccc(C)c1O, Cc1ccccc1, CCOC(=O)c1c(CO)noc1C1CCC1, CC(C)OC(=O)N=NC(=O)OC(C)C, c1ccc(P(c2ccccc2)c2ccccc2)cc1. Yields the product CCOC(=O)c1c(COc2c(C)cccc2C)noc1C1CCC1. RXN SMILES: [CH3:1][c:2]1[c:3]([OH:9])[c:4]([CH3:8])[cH:5][cH:6][cH:7]1.[CH3:59][c:60]1[cH:61][cH:62][cH:63][cH:64][cH:65]1.[CH:29]1([c:33]2[c:34]([C:40](=[O:41])[O:42][CH2:43][CH3:44])[c:35]([CH2:38][OH:39])[n:36][o:37]2)[CH2:30][CH2:31][CH2:32]1.[O:45]=[C:46]([O:47][CH:48]([CH3:49])[CH3:50])[N:51]=[N:52][C:53]([O:54][CH:55]([CH3:56])[CH3:57])=[O:58].[c:10]1([P:11]([c:12]2[cH:13][cH:14][cH:15][cH:16][cH:17]2)[c:18]2[cH:19][cH:20][cH:21][cH:22][cH:23]2)[cH:24][cH:25][cH:26][cH:27][cH:28]1>>[CH3:1][c:2]1[c:3]([O:9][CH2:38][c:35]2[c:34]([C:40](=[O:41])[O:42][CH2:43][CH3:44])[c:33]([CH:29]3[CH2:30][CH2:31][CH2:32]3)[o:37][n:36]2)[c:4]([CH3:8])[cH:5][cH:6][cH:7]1. Starting materials: C(C)(C)(CC)P(C(C)(C)CC)Cl (di-tert-amylphosphinous chloride), Grignard reagent, C1(CCCCC1)Cl (cyclohexyl chloride), [Mg] (magnesium), S(O)(O)(=O)=O (sulfuric acid). The reagents and catalysts are [Cu]Cl (copper(I) chloride). Run in O1CCCC1 (tetrahydrofuran), O1CCCC1 (tetrahydrofuran), C1(=CC=CC=C1)C (toluene). Run at time 6 hour. The product is C(C)(C)(CC)P(C1CCCCC1)C(C)(C)CC (di-tert-amylcyclohexylphosphine). Isolated yield 96.7%. Reaction SMILES: [C:1]([P:6](Cl)[C:7]([CH2:10][CH3:11])([CH3:9])[CH3:8])([CH2:4][CH3:5])([CH3:3])[CH3:2].[CH:13]1(Cl)[CH2:18][CH2:17][CH2:16][CH2:15][CH2:14]1.[Mg].S(=O)(=O)(O)O>O1CCCC1.[Cu]Cl.C1(C)C=CC=CC=1>[C:1]([P:6]([C:7]([CH2:10][CH3:11])([CH3:9])[CH3:8])[CH:13]1[CH2:18][CH2:17][CH2:16][CH2:15][CH2:14]1)([CH2:4][CH3:5])([CH3:3])[CH3:2]. Procedure details: In a 300 ml four-necked flask thoroughly purged with nitrogen, 10.4 g (0.05 mol) of di-tert-amylphosphinous chloride, 0.10 g (0.001 mol (corresponding to 2% by mol)) of copper(I) chloride and 30 ml of tetrahydrofuran were placed. To the contents of the flask, a Grignard reagent solution previously prepared from 8.3 g (0.060 mol) of cyclohexyl chloride and 2.0 g (0.08 mol) of metallic magnesium in 50 ml of tetrahydrofuran was dropwise added over a period of 1 hour with maintaining the temperature... Conditions: time 20 minute. Procedure: A mixture of 3-[1-(2,6-dichloro-3-fluorophenyl)-ethyl]-5-(1,2,3,6-tetrahydropyridin-4-yl)-1H-pyrrolo[2,3-b]pyridine (12.0 mg, 0.0307 mmol), trimethylsilyl isocyanate (8.32 μL, 0.0615 mmol), DIPEA (26.8 μL, 0.154 mmol) and DMF (0.5 mL) was stirred at rt for 20 min. The solution was concentrated in vacuo, redissolved in MeOH (0.5 mL) and purified via HPLC. The fractions containing the pure product were concentrated in vacuo to afford the title compound as a white solid. 1H NMR (400 MHz, CD3OD): δ=... The reactants are ClC1=C(C(=CC=C1F)Cl)C(C)C1=CNC2=NC=C(C=C21)C=2CCNCC2 (3-[1-(2,6-dichloro-3-fluorophenyl)-ethyl]-5-(1,2,3,6-tetrahydropyridin-4-yl)-1H-pyrrolo[2,3-b]pyridine), C[Si](C)(C)N=C=O (trimethylsilyl isocyanate), CCN(C(C)C)C(C)C (DIPEA). The solvent is CN(C)C=O (DMF). The product is ClC1=C(C(=CC=C1F)Cl)C(C)C1=CNC2=NC=C(C=C21)C=2CCN(CC2)C(=O)N (4-{3-[1-(2,6-Dichloro-3-fluorophenyl)ethyl]-1H-pyrrolo[2,3-b]pyridin-5-yl}-3,6-dihydro-2H-pyridine-1-carboxamide). RXN SMILES: [Cl:1][C:2]1[C:7]([F:8])=[CH:6][CH:5]=[C:4]([Cl:9])[C:3]=1[CH:10]([C:12]1[C:20]2[C:15](=[N:16][CH:17]=[C:18]([C:21]3[CH2:22][CH2:23][NH:24][CH2:25][CH:26]=3)[CH:19]=2)[NH:14][CH:13]=1)[CH3:11].C[Si]([N:31]=[C:32]=[O:33])(C)C.CCN(C(C)C)C(C)C>CN(C=O)C>[Cl:1][C:2]1[C:7]([F:8])=[CH:6][CH:5]=[C:4]([Cl:9])[C:3]=1[CH:10]([C:12]1[C:20]2[C:15](=[N:16][CH:17]=[C:18]([C:21]3[CH2:22][CH2:23][N:24]([C:32]([NH2:31])=[O:33])[CH2:25][CH:26]=3)[CH:19]=2)[NH:14][CH:13]=1)[CH3:11]. Starting materials: COC1=CC=C(C=C1)C1=C2CC(NC2=CC=C1)=O (4-(4-methoxy-phenyl)-1,3-dihydro-indol-2-one), C[C@@H]1CN(C[C@@H](N1)C)C(=O)C=1C(=C(NC1)C=O)C (4-[(cis)-3,5-dimethyl-piperazine-1-carbonyl]-3-methyl-1H-pyrrole-2-carbaldehyde). The reagents and catalysts are N1CCCCC1 (piperidine). Run in C(C)O (ethanol). Conditions: time 3 day. The product is C[C@@H]1CN(C[C@@H](N1)C)C(=O)C=1C(=C(NC1)C=C1C(NC2=CC=CC(=C12)C1=CC=C(C=C1)OC)=O)C (3-{4-((cis)-3,5-dimethyl-piperazine-1-carbonyl]-3-methyl-1H-pyrrol-2-ylmethylene}-4-(4-methoxy-phenyl)-1,3-dihydro-indol-2-one). Yield: 62.9%. RXN SMILES: [CH3:1][O:2][C:3]1[CH:8]=[CH:7][C:6]([C:9]2[CH:17]=[CH:16][CH:15]=[C:14]3[C:10]=2[CH2:11][C:12](=[O:18])[NH:13]3)=[CH:5][CH:4]=1.[CH3:19][C@H:20]1[NH:25][C@@H:24]([CH3:26])[CH2:23][N:22]([C:27]([C:29]2[C:30]([CH3:36])=[C:31]([CH:34]=O)[NH:32][CH:33]=2)=[O:28])[CH2:21]1>C(O)C.N1CCCCC1>[CH3:26][C@H:24]1[NH:25][C@@H:20]([CH3:19])[CH2:21][N:22]([C:27]([C:29]2[C:30]([CH3:36])=[C:31]([CH:34]=[C:11]3[C:10]4[C:14](=[CH:15][CH:16]=[CH:17][C:9]=4[C:6]4[CH:7]=[CH:8][C:3]([O:2][CH3:1])=[CH:4][CH:5]=4)[NH:13][C:12]3=[O:18])[NH:32][CH:33]=2)=[O:28])[CH2:23]1. Reported procedure: To a solution of 4-(4-methoxy-phenyl)-1,3-dihydro-indol-2-one (59.8 mg, 0.25 mmol) and 4-[(cis)-3,5-dimethyl-piperazine-1-carbonyl]-3-methyl-1H-pyrrole-2-carbaldehyde (64.8 mg, 0.26 mmol) in ethanol (2 mL) was added piperidine (3 drops). The reaction mixture was stirred at room temperature for three days. A yellow solid product was precipitated out, filtered, washed by ethanol for three times, and dried under high vacuum to provide pure product 3-{4-((cis)-3,5-dimethyl-piperazine-1-carbonyl]-3-m... The reactants are [Al+3], ClCCl, CN(C)C=O, [H-], [H-], [H-], [H-], [Li+], O=C(O)CCCOc1cccc(CN2CCCCC2)c1, Cc1nc(N)n(C)n1, C1CCOC1, O=S(Cl)Cl. Yields the product Cc1nc(NCCCCOc2cccc(CN3CCCCC3)c2)n(C)n1. As a reaction SMILES: [Al+3:34].[CH2:39]([Cl:40])[Cl:41].[CH3:42][N:43]([CH3:44])[CH:45]=[O:46].[H-:33].[H-:36].[H-:37].[H-:38].[Li+:35].[N:1]1([CH2:7][c:8]2[cH:9][c:10]([O:11][CH2:12][CH2:13][CH2:14][C:15]([OH:16])=[O:17])[cH:18][cH:19][cH:20]2)[CH2:2][CH2:3][CH2:4][CH2:5][CH2:6]1.[NH2:25][c:26]1[n:27][c:28]([CH3:32])[n:29][n:30]1[CH3:31].[O:47]1[CH2:48][CH2:49][CH2:50][CH2:51]1.[S:21]([Cl:22])([Cl:23])=[O:24]>>[N:1]1([CH2:7][c:8]2[cH:9][c:10]([O:11][CH2:12][CH2:13][CH2:14][CH2:15][NH:25][c:26]3[n:27][c:28]([CH3:32])[n:29][n:30]3[CH3:31])[cH:18][cH:19][cH:20]2)[CH2:2][CH2:3][CH2:4][CH2:5][CH2:6]1.